From a dataset of the Open Reaction Database (ORD), a public repository of structured organic reaction records. describe an organic reaction: reactants, conditions, products, and yield Starting materials: C(=O)(O)C1=C(C=C2C(NC(S2)=S)=O)C=CC(=C1)OC (5-(2-Carboxy-4-methoxybenzylidene)rhodanine), [OH-].[Na+] (NaOH), Cl (HCl). The product is COC1=CC2=C(C=C(SC2=O)C(=O)O)C=C1 (7-methoxy-1-oxo-1H-2-benzothiopyran-3-carboxylic acid). As a reaction SMILES: [C:1]([C:4]1[CH:17]=[C:16]([O:18][CH3:19])[CH:15]=[CH:14][C:5]=1[CH:6]=[C:7]1[S:11]C(=S)N[C:8]1=[O:13])([OH:3])=O.[OH-:20].[Na+].Cl>>[CH3:19][O:18][C:16]1[CH:15]=[CH:14][C:5]2[CH:6]=[C:7]([C:8]([OH:20])=[O:13])[S:11][C:1](=[O:3])[C:4]=2[CH:17]=1 |f:1.2|. Reported procedure: A solution of the benzylidenerhodanine of Example 7 in 18 ml. of 15% NaOH is refluxed for 0.75 hour and poured into dilute HCl, whereupon a yellow solid forms. The solid is collected and recrystallized from ethanol to give 7-methoxy-1-oxo-1H-2-benzothiopyran-3-carboxylic acid as pale yellow needles, m.p. 291°-292°. Run in CO (methanol). RXN SMILES: [CH2:1]([O:5][C:6]1[C:11]2[CH:12]=[CH:13][C:14]([O:16]C(=O)C)=[CH:15][C:10]=2[O:9][C:8](=[O:20])[C:7]=1[O:21][C:22](=[O:24])[CH3:23])[CH2:2][CH2:3][CH3:4].C[O-].[Na+]>CO>[C:22]([O:21][C:7]1[C:8](=[O:20])[O:9][C:10]2[CH:15]=[C:14]([OH:16])[CH:13]=[CH:12][C:11]=2[C:6]=1[O:5][CH2:1][CH2:2][CH2:3][CH3:4])(=[O:24])[CH3:23] |f:1.2|. Procedure details: To a mixture of 17.31 g of 4-butoxy-3, 7-diacetoxy-2H-l-benzopyran-2-one (51.79 mmol) in 170 ml of methanol was added 2.66 g of sodium methoxide (49.20 mmol) and the reaction mixture was stirred at room temperature for 3 hours. Then 22.36 g of Amberlyst-15 was added, and the mixture was stirred at room temperature for 1 hour. Amberlyst-15 was filtered off and the filtrate was concentrated under reduced pressure to give a crystalline product. The product was reprecipitated from tertahydrofuran an... The reactants are C(CCC)OC1=C(C(OC2=C1C=CC(=C2)OC(C)=O)=O)OC(C)=O (4-butoxy-3, 7-diacetoxy-2H-l-benzopyran-2-one), C[O-].[Na+] (sodium methoxide). Run at time 3 hour. Product: C(C)(=O)OC=1C(OC2=C(C1OCCCC)C=CC(=C2)O)=O (3-acetoxy-4-butoxy-7-hydroxy-2H-1-benzopyran-2-one). Isolated yield 85.0%. Reactants: CCC1C2C(OC(=O)c3ccccc3)CCN2C(=O)N1c1ccc(C#N)c(Cl)c1C, C1CCOC1, CO, CCOC(C)=O, [K+], [OH-]. Product: CCC1C2C(O)CCN2C(=O)N1c1ccc(C#N)c(Cl)c1C. Reaction SMILES: [C:1](=[O:2])([c:3]1[cH:4][cH:5][cH:6][cH:7][cH:8]1)[O:9][CH:10]1[CH2:11][CH2:12][N:13]2[C:14](=[O:30])[N:15]([c:20]3[c:21]([CH3:29])[c:22]([Cl:28])[c:23]([C:24]#[N:25])[cH:26][cH:27]3)[CH:16]([CH2:18][CH3:19])[CH:17]12.[CH2:35]1[O:36][CH2:37][CH2:38][CH2:39]1.[CH3:33][OH:34].[CH3:40][CH2:41][O:42][C:43]([CH3:44])=[O:45].[K+:32].[OH-:31]>>[OH:9][CH:10]1[CH2:11][CH2:12][N:13]2[C:14](=[O:30])[N:15]([c:20]3[c:21]([CH3:29])[c:22]([Cl:28])[c:23]([C:24]#[N:25])[cH:26][cH:27]3)[CH:16]([CH2:18][CH3:19])[CH:17]12. Starting materials: CCOC(=O)c1cnn2ccc3c(c12)C(CC#N)CC3, CCO, [Co], N. Product: CCOC(=O)c1cnn2ccc3c(c12)C(CCN)CC3. RXN SMILES: [C:1](#[N:2])[CH2:3][CH:4]1[CH2:5][CH2:6][c:7]2[c:8]1[c:9]1[n:10]([cH:11][cH:12]2)[n:13][cH:14][c:15]1[C:16](=[O:17])[O:18][CH2:19][CH3:20].[CH2:21]([OH:22])[CH3:23].[Co:25].[NH3:24]>>[CH2:1]([NH2:2])[CH2:3][CH:4]1[CH2:5][CH2:6][c:7]2[c:8]1[c:9]1[n:10]([cH:11][cH:12]2)[n:13][cH:14][c:15]1[C:16](=[O:17])[O:18][CH2:19][CH3:20]. Starting materials: CC1(C)NN(C2CCCCC2)C1=O, Clc1ccccc1CBr. The product is CC1(C)C(=O)N(C2CCCCC2)N1Cc1ccccc1Cl. RXN SMILES: [CH:1]1([N:7]2[NH:8][C:9]([CH3:12])([CH3:13])[C:10]2=[O:11])[CH2:2][CH2:3][CH2:4][CH2:5][CH2:6]1.[Cl:14][c:15]1[c:16]([CH2:17][Br:18])[cH:19][cH:20][cH:21][cH:22]1>>[CH:1]1([N:7]2[N:8]([CH2:17][c:16]3[c:15]([Cl:14])[cH:22][cH:21][cH:20][cH:19]3)[C:9]([CH3:12])([CH3:13])[C:10]2=[O:11])[CH2:2][CH2:3][CH2:4][CH2:5][CH2:6]1.